This data is from the Open Reaction Database (ORD), a public repository of structured organic reaction records. The task is: describe an organic reaction: reactants, conditions, products, and yield Reactants: ClB(Cl)Cl, ClCCl, CCOC(=O)c1c(C)cc(OC)cc1OC. Product: CCOC(=O)c1c(C)cc(OC)cc1O. As a reaction SMILES: [B:17]([Cl:18])([Cl:19])[Cl:20].[CH2:21]([Cl:22])[Cl:23].[CH3:1][O:2][c:3]1[c:4]([C:5](=[O:6])[O:7][CH2:8][CH3:9])[c:10]([CH3:16])[cH:11][c:12]([O:14][CH3:15])[cH:13]1>>[OH:2][c:3]1[c:4]([C:5](=[O:6])[O:7][CH2:8][CH3:9])[c:10]([CH3:16])[cH:11][c:12]([O:14][CH3:15])[cH:13]1. The reactants are CCCCO, ClCCNCCCl, Cl, Nc1ccc(F)c(F)c1, [Na+], [Na+], O=C([O-])[O-]. The product is Fc1ccc(N2CCNCC2)cc1F. Reaction SMILES: [CH2:24]([OH:25])[CH2:26][CH2:27][CH3:28].[Cl:17][CH2:18][CH2:19][NH:20][CH2:21][CH2:22][Cl:23].[ClH:16].[F:1][c:2]1[cH:3][c:4]([NH2:5])[cH:6][cH:7][c:8]1[F:9].[Na+:10].[Na+:11].[O-:12][C:13](=[O:14])[O-:15]>>[F:1][c:2]1[cH:3][c:4]([N:5]2[CH2:18][CH2:19][NH:20][CH2:21][CH2:22]2)[cH:6][cH:7][c:8]1[F:9]. Reactants: imine, ( 6 ), NC1=C(C(=O)N2[C@@H](CC(C2)=C)CO)C=C(C=C1)I ((2S)-N-(2-Amino-5-iodobenzoyl)-2-(hydroxymethyl)-4-methylidenepyrrolidine), C(C=C)OC(=O)N1[C@@H](C[C@H](C1)O)CO[Si](C)(C)C(C)(C)C ((2S,4R)-N-(Allyloxycarbonyl)-2-(tert-butyidimethylsilyloxymethyl)-4-hydroxypyrrolidine), C(C=C)OC(=O)N1[C@@H](C[C@H](C1)O)CO[Si](C)(C)C(C)(C)C ((2S,4R)-N-(Allyloxycarbonyl)-2-(tert-butyidimethylsilyloxymethyl)-4-hydroxypyrrolidine), ( 22 ), C(C=C)OC(=O)N1[C@@H](C[C@H](C1)O)CO ((2S,4R)-N-(Allyloxycarbonyl)-4-hydroxy-2-(hydroxymethyl) pyrrolidine), NC1=C(C(=O)N2[C@@H](CC(C2)=C)CO)C=C(C=C1)I ((2S)-N-(2-Amino-5-iodobenzoyl)-2-(hydroxymethyl)-4-methylidenepyrrolidine), C(C=C)OC(=O)N1[C@@H](C[C@H](C1)O)C(=O)OC (Methyl (2S,4R)-N-(Allyloxycarbonyl)-4-hydroxypyrrolidine-2-carboxylate), M-PhCH2, C(C=C)OC(=O)N1[C@@H](C[C@H](C1)O)CO ((2S,4R)-N-(Allyloxycarbonyl)-4-hydroxy-2-(hydroxymethyl) pyrrolidine), ( 22 ), C(C=C)OC(=O)N1[C@@H](C[C@H](C1)O)CO[Si](C)(C)C(C)(C)C ((2S,4R)-N-(Allyloxycarbonyl)-2-(tert-butyidimethylsilyloxymethyl)-4-hydroxypyrrolidine), ( 56 ). Run in C(Cl)(Cl)Cl (CHCl3). The product is C(C1=CC=CC=C1)OC1=CC2=C(C(N3[C@H](C=N2)CC(C3)=C)=O)C=C1OC ((11aS)-8-Benzyloxy-7-methoxy-2-methylidene-1,2,3,11a-tetrahydro-5H-pyrrolo[2,1-c][1,4]benzodiazepin-5-one). RXN SMILES: C(OC(N1[CH2:11][C@H:10](O)[CH2:9][C@H:8]1[C:13]([O:15]C)=O)=O)C=C.[CH2:17]([O:20]C(N1C[C@H](O)C[C@H]1CO[Si](C(C)(C)C)(C)C)=O)C=C.[NH2:38][C:39]1[CH:54]=[CH:53][C:52](I)=[CH:51][C:40]=1[C:41]([N:43]1[CH2:47][C:46](=[CH2:48])[CH2:45][C@H:44]1[CH2:49]O)=[O:42].[CH2:56](OC(N1C[C@H](O)C[C@H]1CO)=O)[CH:57]=C>C(Cl)(Cl)Cl>[CH2:13]([O:15][C:53]1[C:52]([O:20][CH3:17])=[CH:51][C:40]2[C:41](=[O:42])[N:43]3[CH2:47][C:46](=[CH2:48])[CH2:45][C@H:44]3[CH:49]=[N:38][C:39]=2[CH:54]=1)[C:8]1[CH:9]=[CH:10][CH:11]=[CH:57][CH:56]=1. Reported procedure: A catalytic amount of tetrakis(triphenylphosphine)palladium (12.0 mg, 10.4 μmol) was added to a stirred solution of the Alloc-protected carbinolamine 20 (0.18 g, 0.40 mmol), triphenylphosphine (5.25 mg, 20 μmol) and pyrrolidine (29 mg, 0.41 mmol) in CH2Cl2 (15 mL). After 2 hours stirring at room temperature under a nitrogen atmosphere, TLC (98% CHCl3/MeOH) revealed the complete consumption of starting material. The solvent was evaporated in vacuo and the crude residue was purified by flash chrom... The reactants are C(C1=CC=CC=C1)OC1=CC=C2C(=CC(OC2=C1C)=O)O (7-benzyloxy-4-hydroxy-8-methylcoumarin), BrC=1C=C(C=CC1)N=C=O (3-bromophenylisocyanate). Solvent: C(C)N(CC)CC (triethylamine). Yields the product C(C1=CC=CC=C1)OC1=CC=C2C(=C(C(OC2=C1C)=O)C(NC1=CC(=CC=C1)Br)=O)O (7-benzyloxy-4-hydroxy-8-methyl-3-(3'-bromophenylcarbamoyl]coumarin). Isolated yield 15.2%. RXN SMILES: [CH2:1]([O:8][C:9]1[C:18]([CH3:19])=[C:17]2[C:12]([C:13]([OH:21])=[CH:14][C:15](=[O:20])[O:16]2)=[CH:11][CH:10]=1)[C:2]1[CH:7]=[CH:6][CH:5]=[CH:4][CH:3]=1.[Br:22][C:23]1[CH:24]=[C:25]([N:29]=[C:30]=[O:31])[CH:26]=[CH:27][CH:28]=1>C(N(CC)CC)C>[CH2:1]([O:8][C:9]1[C:18]([CH3:19])=[C:17]2[C:12]([C:13]([OH:21])=[C:14]([C:30](=[O:31])[NH:29][C:25]3[CH:26]=[CH:27][CH:28]=[C:23]([Br:22])[CH:24]=3)[C:15](=[O:20])[O:16]2)=[CH:11][CH:10]=1)[C:2]1[CH:7]=[CH:6][CH:5]=[CH:4][CH:3]=1. Procedure: According to the procedure of example 2, 7-benzyloxy-4-hydroxy-8-methylcoumarin (0.813 g, 2.88 mmol) and 3-bromophenylisocyanate (0.39 ml, 3.12 mmol) were reacted in the presence of triethylamine (0.1 ml) to generate the title compound as an off-white solid, mp 229°-231° C., (0.211 g, 0.44 mmol, yield 15.2%). Analysis: Calculated for C24H18NO5Br: C, 601.13; H, 3.76; N, 2.92. Found: C, 60.04; H, 3.51; N, 2.89. 1H NMR (CDCl3): 7.94 (br s, 1H), 7.87 (d, J=9.0 Hz, 1H), 7.48 (d, J=7.6 Hz, 1H), 7.41 (... The reactants are Cl.C1(CC1)N1C(COC2(C1)CCNCC2)=O (4-cyclopropyl-1-oxa-4,9-diazaspiro[5.5]undecan-3-one hydrochloride), C([O-])([O-])=O.[K+].[K+] (potassium carbonate), BrC(C#N)C1=CC=C(C=C1)C1=CC=C2C=CC=NC2=C1 (2-bromo-2-(4-(quinolin-7-yl)phenyl)acetonitrile). Solvent: CN(C=O)C (N,N-dimethylformamide), O (water). Reaction conditions: time 8 hour. The product is C1(CC1)N1C(COC2(C1)CCN(CC2)C(C#N)C2=CC=C(C=C2)C2=CC=C1C=CC=NC1=C2)=O (2-(4-cyclopropyl-3-oxo-1-oxa-4,9-diazaspiro[5.5]undecan-9-yl)-2-(4-(quinolin-7-yl)phenyl)acetonitrile), solid. Yield: 15.0%. As a reaction SMILES: Cl.[CH:2]1([N:5]2[CH2:10][C:9]3([CH2:15][CH2:14][NH:13][CH2:12][CH2:11]3)[O:8][CH2:7][C:6]2=[O:16])[CH2:4][CH2:3]1.C(=O)([O-])[O-].[K+].[K+].Br[CH:24]([C:27]1[CH:32]=[CH:31][C:30]([C:33]2[CH:42]=[C:41]3[C:36]([CH:37]=[CH:38][CH:39]=[N:40]3)=[CH:35][CH:34]=2)=[CH:29][CH:28]=1)[C:25]#[N:26]>CN(C)C=O.O>[CH:2]1([N:5]2[CH2:10][C:9]3([CH2:11][CH2:12][N:13]([CH:24]([C:27]4[CH:32]=[CH:31][C:30]([C:33]5[CH:42]=[C:41]6[C:36]([CH:37]=[CH:38][CH:39]=[N:40]6)=[CH:35][CH:34]=5)=[CH:29][CH:28]=4)[C:25]#[N:26])[CH2:14][CH2:15]3)[O:8][CH2:7][C:6]2=[O:16])[CH2:4][CH2:3]1 |f:0.1,2.3.4|. Procedure details: A solution of 4-cyclopropyl-1-oxa-4,9-diazaspiro[5.5]undecan-3-one hydrochloride (0.101 mmol) in N,N-dimethylformamide (0.5 mL) was treated with potassium carbonate (0.209 mmol) and 2-bromo-2-(4-(quinolin-7-yl)phenyl)acetonitrile (0.070 mmol). The reaction was stirred overnight at room temperature, at which point it was diluted with water (50 mL) and was extracted with three times with dichloromethane. The aqueous layer was further diluted with brine (25 mL) and was extracted twice with tetrahyd... The reactants are ClC1=C(C(=O)C(C(=O)OCC)=CNC2CC2)C(=C(C(=C1F)F)Cl)F (ethyl 2-(2,5-dichloro-3,4,6-trifluorobenzoyl)-3-cyclopropylamino-acrylate), [F-].[Na+] (sodium fluoride), O (water). The solvent is CN1C(CCC1)=O (N-methyl-2-pyrrolidone). Product: ClC1=C2C(C(=CN(C2=C(C(=C1F)F)Cl)C1CC1)C(=O)OCC)=O (Ethyl 5,8-dichloro-1-cyclopropyl-6,7-difluoro-1,4-dihydro-4-oxo-3-quinolinecarboxylate). Reaction SMILES: [Cl:1][C:2]1[C:20]([F:21])=[C:19]([F:22])[C:18]([Cl:23])=[C:17](F)[C:3]=1[C:4]([C:6](=[CH:12][NH:13][CH:14]1[CH2:16][CH2:15]1)[C:7]([O:9][CH2:10][CH3:11])=[O:8])=[O:5].[F-].[Na+].O>CN1CCCC1=O>[Cl:1][C:2]1[C:20]([F:21])=[C:19]([F:22])[C:18]([Cl:23])=[C:17]2[C:3]=1[C:4](=[O:5])[C:6]([C:7]([O:9][CH2:10][CH3:11])=[O:8])=[CH:12][N:13]2[CH:14]1[CH2:16][CH2:15]1 |f:1.2|. Reported procedure: 19.1 g (0.05 mol) of ethyl 2-(2,5-dichloro-3,4,6-trifluorobenzoyl)-3-cyclopropylamino-acrylate are heated at 160°-170° C. together with 4.2 g (0.1 mol) of sodium fluoride in 100 ml of N-methyl-2-pyrrolidone for 5 hours. After cooling, the mixture is poured onto 200 ml of water. The solid which has precipitated is filtered off with suction, washed with water and dried at 80° C. in a drying cabinet. Starting materials: FC1=CC=C(C=C1)C1=NOC(=C1/C=C/C=1C=C(N(N1)C)C(=O)O)C (5-{(E)-2-[3-(4-fluoro-phenyl)-5-methyl-isoxazol-4-yl]-vinyl}-2-methyl-2H-pyrazole-3-carboxylic acid), OCC(C)N (2-hydroxy-1-methylethylamine). Product: OCC(C)NC(=O)C=1N(N=C(C1)\C=C\C=1C(=NOC1C)C1=CC=C(C=C1)F)C (5-{(E)-2-[3-(4-Fluoro-phenyl)-5-methyl-isoxazol-4-yl]vinyl}-2-methyl-2H-pyrazole-3-carboxylic acid (2-hydroxy-1-methyl-ethyl)-amide). Yield: 17.0%. As a reaction SMILES: [F:1][C:2]1[CH:7]=[CH:6][C:5]([C:8]2[C:12](/[CH:13]=[CH:14]/[C:15]3[CH:16]=[C:17]([C:21]([OH:23])=O)[N:18]([CH3:20])[N:19]=3)=[C:11]([CH3:24])[O:10][N:9]=2)=[CH:4][CH:3]=1.[OH:25][CH2:26][CH:27]([NH2:29])[CH3:28]>>[OH:25][CH2:26][CH:27]([NH:29][C:21]([C:17]1[N:18]([CH3:20])[N:19]=[C:15](/[CH:14]=[CH:13]/[C:12]2[C:8]([C:5]3[CH:4]=[CH:3][C:2]([F:1])=[CH:7][CH:6]=3)=[N:9][O:10][C:11]=2[CH3:24])[CH:16]=1)=[O:23])[CH3:28]. Procedure: As described for example 122, 5-{(E)-2-[3-(4-fluoro-phenyl)-5-methyl-isoxazol-4-yl]-vinyl}-2-methyl-2H-pyrazole-3-carboxylic acid was converted, using 2-hydroxy-1-methylethylamine instead of isopropylamine, to the title compound (6.7 mg, 17%) which was obtained as an off white solid. MS: m/e=385.2 [M+H]+. Starting materials: BrCCC=C1C2=C(C=CC3=C1C=CC=C3)C=CC=C2 (5-(3-bromopropylidene)-5H-dibenzo[a,d]cycloheptene), C1(CCCCC1)C1(CCNCC1)C(=O)OCC (ethyl 4-cyclohexyl-4-piperidinecarboxylate), C([O-])([O-])=O.[K+].[K+] (potassium carbonate), CN(C=O)C (N,N-dimethylformamide). Run in O (water), C1=CC=CC=C1 (Benzene). The product is C(C)OC(=O)C1(CCN(CC1)CCC=C1C2=C(C=CC3=C1C=CC=C3)C=CC=C2)C2CCCCC2 (1-(3-(5H-dibenzo[a,d]cyclohepten-5-ylidene)-1-propyl)-4-cyclohexyl4-piperidinecarboxylic acid ethyl ester). The yield is 39.0%. As a reaction SMILES: Br[CH2:2][CH2:3][CH:4]=[C:5]1[C:11]2[CH:12]=[CH:13][CH:14]=[CH:15][C:10]=2[CH:9]=[CH:8][C:7]2[CH:16]=[CH:17][CH:18]=[CH:19][C:6]1=2.[CH:20]1([C:26]2([C:32]([O:34][CH2:35][CH3:36])=[O:33])[CH2:31][CH2:30][NH:29][CH2:28][CH2:27]2)[CH2:25][CH2:24][CH2:23][CH2:22][CH2:21]1.C(=O)([O-])[O-].[K+].[K+].CN(C)C=O>O.C1C=CC=CC=1>[CH2:35]([O:34][C:32]([C:26]1([CH:20]2[CH2:25][CH2:24][CH2:23][CH2:22][CH2:21]2)[CH2:27][CH2:28][N:29]([CH2:2][CH2:3][CH:4]=[C:5]2[C:11]3[CH:12]=[CH:13][CH:14]=[CH:15][C:10]=3[CH:9]=[CH:8][C:7]3[CH:16]=[CH:17][CH:18]=[CH:19][C:6]2=3)[CH2:30][CH2:31]1)=[O:33])[CH3:36] |f:2.3.4|. Reported procedure: A mixture of 5-(3-bromopropylidene)-5H-dibenzo[a,d]cycloheptene (4.45 g, 14.2 mmol), ethyl 4-cyclohexyl-4-piperidinecarboxylate (3.4 g, 14.2 mmol, prepared similarly as described in Brit. 1 124 661 (1967)), potassium carbonate (2.1 g, 15.2 mmol) and N,N-dimethylformamide (10 ml) was heated at 120° C. for 5 h. Benzene (50 ml) and water (50 ml) were added and the phases were separated. The organic phase was dried and the solvent evaporated in vacuo. The residue was purified by chromatography on si... The reactants are O=C1NC=CC(=C1)C=1C=NC=2N(C1)N=CC2C=2C=C(SC2)C(=O)NCC(F)(F)F (4-[6-(2-oxo-1,2-dihydropyridin-4-yl)pyrazolo[1,5-a]pyrimidin-3-yl]-N-(2,2,2-trifluoroethyl)thiophene-2-carboxamide), Cl.ClCCN1CCCCC1 (1-(2-chloroethyl)piperidine hydrochloride), C(=O)([O-])[O-].[Cs+].[Cs+] (Cs2CO3), [Na+].[I-] (NaI). Reaction conditions: temperature 67.5 celsius, time 16 hour. Yields the product O=C1N(C=CC(=C1)C=1C=NC=2N(C1)N=CC2C=2C=C(SC2)C(=O)NCC(F)(F)F)CCN2CCCCC2 (4-{6-[2-oxo-1-(2-piperidin-1-ylethyl)-1,2-dihydropyridin-4-yl]pyrazolo[1,5-a]pyrimidin-3-yl}-N-(2,2,2-trifluoroethyl)thiophene-2-carboxamide). As a reaction SMILES: [O:1]=[C:2]1[CH:7]=[C:6]([C:8]2[CH:9]=[N:10][C:11]3[N:12]([N:14]=[CH:15][C:16]=3[C:17]3[CH:18]=[C:19]([C:22]([NH:24][CH2:25][C:26]([F:29])([F:28])[F:27])=[O:23])[S:20][CH:21]=3)[CH:13]=2)[CH:5]=[CH:4][NH:3]1.Cl.Cl[CH2:32][CH2:33][N:34]1[CH2:39][CH2:38][CH2:37][CH2:36][CH2:35]1.C([O-])([O-])=O.[Cs+].[Cs+].[Na+].[I-]>>[O:1]=[C:2]1[CH:7]=[C:6]([C:8]2[CH:9]=[N:10][C:11]3[N:12]([N:14]=[CH:15][C:16]=3[C:17]3[CH:18]=[C:19]([C:22]([NH:24][CH2:25][C:26]([F:28])([F:27])[F:29])=[O:23])[S:20][CH:21]=3)[CH:13]=2)[CH:5]=[CH:4][N:3]1[CH2:32][CH2:33][N:34]1[CH2:39][CH2:38][CH2:37][CH2:36][CH2:35]1 |f:1.2,3.4.5,6.7|. Reported procedure: A mixture of 4-[6-(2-oxo-1,2-dihydropyridin-4-yl)pyrazolo[1,5-a]pyrimidin-3-yl]-N-(2,2,2-trifluoroethyl)thiophene-2-carboxamide (0.140 g, 0.334 mmol), 1-(2-chloroethyl)piperidine hydrochloride (0.092 g, 0.5 mmol), Cs2CO3 (0.435 g, 1.34 mmol), and NaI (0.010 g, 0.067 mmol) was evacuated and flushed with argon. DMF (15 mL) was added. The mixture was stirred for 16 h at 65-70° C. and evaporated. The residue was washed on a filter with water, ether, and purified on HPLC. Yield of 4-{6-[2-oxo-1-(2-pi...